This data is from the Open Reaction Database (ORD), a public repository of structured organic reaction records. The task is: describe an organic reaction: reactants, conditions, products, and yield The reactants are C(C)(=O)C1=CC=C(C=C1)C1=NC2=C(N1)C=CC=C2C(=O)N (2-(4-acetylphenyl)-1H-benzimidazole-4-carboxamide), C1(CCC1)N (cyclobutylamine), C(#N)[BH3-].[Na+] (sodium cyanoborohydride), C(C)(=O)O (acetic acid). Run in CO (methanol). Conditions: time 48 hour. The product is C1(CCC1)NC(C)C1=CC=C(C=C1)C1=NC2=C(N1)C=CC=C2C(=O)N (2-[4-(1-cyclobutylaminoethyl)phenyl]-1H-benzimidazole-4-carboxamide). Reaction SMILES: [C:1]([C:4]1[CH:9]=[CH:8][C:7]([C:10]2[NH:14][C:13]3[CH:15]=[CH:16][CH:17]=[C:18]([C:19]([NH2:21])=[O:20])[C:12]=3[N:11]=2)=[CH:6][CH:5]=1)(=O)[CH3:2].[CH:22]1([NH2:26])[CH2:25][CH2:24][CH2:23]1.C([BH3-])#N.[Na+].C(O)(=O)C>CO>[CH:22]1([NH:26][CH:1]([C:4]2[CH:9]=[CH:8][C:7]([C:10]3[NH:14][C:13]4[CH:15]=[CH:16][CH:17]=[C:18]([C:19]([NH2:21])=[O:20])[C:12]=4[N:11]=3)=[CH:6][CH:5]=2)[CH3:2])[CH2:25][CH2:24][CH2:23]1 |f:2.3|. Procedure details: A solution of EXAMPLE 1A (0.07 g, 0.3 mmol) and cyclobutylamine (0.34 mL, 4.8 mmol) in methanol (1 mL) was treated with sodium cyanoborohydride (0.016 g, 0.3 mmol) and acetic acid (0.2 mL). The mixture was stirred at ambient temperature for 48 hours then concentrated. The residue was purified by chromatography on a silica gel column with 0-10% methanol/dichloromethane/0.1% ammonium hydroxide to provide the title compound. 1H NMR (DMSO-d6) δ 9.34 (s, 1H), 8.19 (d, J=7.7 Hz, 2H), 7.86 (d, J=7.7 Hz...